From a dataset of the Open Reaction Database (ORD), a public repository of structured organic reaction records. describe an organic reaction: reactants, conditions, products, and yield Reactants: CC(C)(C)OC(=O)N1CCCC1COc1cccc(Cn2ncc3cc(-c4ccc(Cl)cc4)sc3c2=O)n1, Cl, C1COCCO1. Product: O=c1c2sc(-c3ccc(Cl)cc3)cc2cnn1Cc1cccc(OCC2CCCN2)n1. RXN SMILES: [Cl:1][c:2]1[cH:3][cH:4][c:5](-[c:8]2[cH:9][c:10]3[c:11]([c:12](=[O:37])[n:13]([CH2:16][c:17]4[cH:18][cH:19][cH:20][c:21]([O:23][CH2:24][CH:25]5[N:26]([C:30]([O:31][C:32]([CH3:33])([CH3:34])[CH3:35])=[O:36])[CH2:27][CH2:28][CH2:29]5)[n:22]4)[n:14][cH:15]3)[s:38]2)[cH:6][cH:7]1.[ClH:39].[O:40]1[CH2:41][CH2:42][O:43][CH2:44][CH2:45]1>>[Cl:1][c:2]1[cH:3][cH:4][c:5](-[c:8]2[cH:9][c:10]3[c:11]([c:12](=[O:37])[n:13]([CH2:16][c:17]4[cH:18][cH:19][cH:20][c:21]([O:23][CH2:24][CH:25]5[NH:26][CH2:27][CH2:28][CH2:29]5)[n:22]4)[n:14][cH:15]3)[s:38]2)[cH:6][cH:7]1. The reactants are C1=C(C=CC2=CC=CC=C12)C(=O)Cl (2-naphthoyl chloride), [Li] (Lithium), solution, C(C)(C=C)(CCC=C(C)C)CC(=O)O.C(C)(=O)OC(C=C)(CCC=C(C)C)C (3,7-Dimethyl-1,6-octadien-3-yl acetate (linalyl acetate)). The solvent is C1CCOC1 (THF), C1CCOC1 (THF). Reaction conditions: temperature -20 celsius, time 15 minute. Product: C1=C(C=CC2=CC=CC=C12)C(CC(=O)OC(C=C)(CCC=C(C)C)C)=O (3,7-dimethyl-1,6octadien-3-yl 3-(β-naphthyl)-3-oxo-propionate). RXN SMILES: [Li].C(CC(O)=O)(CCC=C(C)C)(C=C)C.[C:16]([O:19][C:20]([CH3:29])([CH2:23][CH2:24][CH:25]=[C:26]([CH3:28])[CH3:27])[CH:21]=[CH2:22])(=[O:18])[CH3:17].[CH:30]1[C:39]2[C:34](=[CH:35][CH:36]=[CH:37][CH:38]=2)[CH:33]=[CH:32][C:31]=1[C:40](Cl)=[O:41]>C1COCC1>[CH:30]1[C:39]2[C:34](=[CH:35][CH:36]=[CH:37][CH:38]=2)[CH:33]=[CH:32][C:31]=1[C:40](=[O:41])[CH2:17][C:16]([O:19][C:20]([CH3:29])([CH2:23][CH2:24][CH:25]=[C:26]([CH3:28])[CH3:27])[CH:21]=[CH2:22])=[O:18] |f:1.2,^1:0|. Procedure: Lithium diisopropylamnide (101.0 mL of a 2.0 M solution, 0.202 mol) is placed into a 500 mL three-necked round-bottomed flask fitted with a magnetic stirrer, internal thermometer, argon inlet, and addition fiunel. The flask is placed in a dry ice-acetone bath. 3,7-Dimethyl-1,6-octadien-3-yl acetate (linalyl acetate) in the amount of (18.66 g, 0.095 mol) is dissolved in THF (5 mL) and the resulting solution added to the flask over 45 min. Once addition is complete, the mixture is stirred for an a... Reactants: ClC(Cl)Cl, O=C(OO)c1cccc(Cl)c1, O=c1c2ccccc2ccc2cccnc12. The product is O=c1c2ccccc2ccc2ccc[n+]([O-])c12. Reaction SMILES: [CH:28]([Cl:29])([Cl:30])[Cl:31].[Cl:17][c:18]1[cH:19][cH:20][cH:21][c:22]([C:23]([O:24][OH:26])=[O:25])[cH:27]1.[n:1]1[c:2]2[c:3]([cH:4][cH:5][cH:6]1)[cH:7][cH:8][c:9]1[c:10]([c:11]2=[O:12])[cH:13][cH:14][cH:15][cH:16]1>>[n+:1]1([O-:25])[c:2]2[c:3]([cH:4][cH:5][cH:6]1)[cH:7][cH:8][c:9]1[c:10]([c:11]2=[O:12])[cH:13][cH:14][cH:15][cH:16]1.